Dataset: the Open Reaction Database (ORD), a public repository of structured organic reaction records. Task: describe an organic reaction: reactants, conditions, products, and yield Reactants: FC1=CC=C(CC2=CN=C3C(=C(C(N(C3=C2)CC2=CC=C(C=C2)S(=O)(=O)C)=O)C(=O)OCC)O)C=C1 (ethyl 7-(4-fluorobenzyl)-4-hydroxy-1-[4-(methylsulfonyl)benzyl]-2-oxo-1,2-dihydro-1,5-naphthyridine-3-carboxylate), NCC=1C=NC=CC1 (3-(aminomethyl)pyridine). Product: FC1=CC=C(CC2=CN=C3C(=C(C(N(C3=C2)CC2=CC=C(C=C2)S(=O)(=O)C)=O)C(=O)NCC=2C=NC=CC2)O)C=C1 (7-(4-Fluorobenzyl)-4-hydroxy-1-[4-(methylsulfonyl)benzyl]-2-oxo-N-(pyridin-3-ylmethyl)-1,2-dihydro-1,5-naphthyridine-3-carboxamide). As a reaction SMILES: [F:1][C:2]1[CH:36]=[CH:35][C:5]([CH2:6][C:7]2[CH:16]=[C:15]3[C:10]([C:11]([OH:34])=[C:12]([C:29](OCC)=[O:30])[C:13](=[O:28])[N:14]3[CH2:17][C:18]3[CH:23]=[CH:22][C:21]([S:24]([CH3:27])(=[O:26])=[O:25])=[CH:20][CH:19]=3)=[N:9][CH:8]=2)=[CH:4][CH:3]=1.[NH2:37][CH2:38][C:39]1[CH:40]=[N:41][CH:42]=[CH:43][CH:44]=1>>[F:1][C:2]1[CH:36]=[CH:35][C:5]([CH2:6][C:7]2[CH:16]=[C:15]3[C:10]([C:11]([OH:34])=[C:12]([C:29]([NH:37][CH2:38][C:39]4[CH:40]=[N:41][CH:42]=[CH:43][CH:44]=4)=[O:30])[C:13](=[O:28])[N:14]3[CH2:17][C:18]3[CH:23]=[CH:22][C:21]([S:24]([CH3:27])(=[O:25])=[O:26])=[CH:20][CH:19]=3)=[N:9][CH:8]=2)=[CH:4][CH:3]=1. Reported procedure: This compound was prepared from ethyl 7-(4-fluorobenzyl)-4-hydroxy-1-[4-(methylsulfonyl)benzyl]-2-oxo-1,2-dihydro-1,5-naphthyridine-3-carboxylate and 3-(aminomethyl)pyridine employing methods similar to those described in Example 5 and was obtained as a white solid; 1H NMR (CDCl3) δ 10.82 (1H, br t, J=6 Hz), 8.79 (1H, s), 8.67 (1H, d, J=5 Hz), 8.61 (1H, s), 8.44 (1H, d, J=8 Hz), 7.90 (1H, m), 7.86 (2H, d, J=8.2 Hz), 7.22 (2H, d, J=8.2 Hz), 7.07 (1H, s), 7.00 (4H, m), 5.44 (2H, br), 4.83 (2H, d, ... Starting materials: acid, N1(CCOCC1)C1=NC(=CC(=N1)C=1C(=CC(=NC1)N)C(F)(F)F)N1CCOCC1 (5-(2,6-Di-4-morpholinyl-4-pyrimidinyl)-4-trifluoromethylpyridin-2-amine), CC(=O)C (acetone), Cl (hydrogen chloride), CC(=O)C (acetone). Solvent: C(C)(C)O (isopropanol). Conditions: temperature 25 celsius, time 15 minute. Yields the product Cl.N1(CCOCC1)C1=NC(=CC(=N1)C=1C(=CC(=NC1)N)C(F)(F)F)N1CCOCC1 (5-(2,6-Di-4-morpholinyl-4-pyrimidinyl)-4-(trifluoromethyl)pyridin-2-amine monohydrochloride). Isolated yield 88.4%. RXN SMILES: [N:1]1([C:7]2[N:12]=[C:11]([C:13]3[C:14]([C:20]([F:23])([F:22])[F:21])=[CH:15][C:16]([NH2:19])=[N:17][CH:18]=3)[CH:10]=[C:9]([N:24]3[CH2:29][CH2:28][O:27][CH2:26][CH2:25]3)[N:8]=2)[CH2:6][CH2:5][O:4][CH2:3][CH2:2]1.CC(C)=O.[ClH:34]>C(O)(C)C>[ClH:34].[N:1]1([C:7]2[N:12]=[C:11]([C:13]3[C:14]([C:20]([F:23])([F:21])[F:22])=[CH:15][C:16]([NH2:19])=[N:17][CH:18]=3)[CH:10]=[C:9]([N:24]3[CH2:25][CH2:26][O:27][CH2:28][CH2:29]3)[N:8]=2)[CH2:2][CH2:3][O:4][CH2:5][CH2:6]1 |f:4.5|. Procedure details: Charge a nitrogen-flushed 3 L reactor that equipped with an overhead stirrer, condenser, nitrogen inlet/outlet and 500 mL addition funnel with 51.3 g (0.125 mol, 1 eq.) of 5 and 247 g (312 mL) of acetone. Stir the slurry at 25° C. for 15 minutes. Filter through Celite (2-5 g). Wash the reactor and filter cake with 30 g (37 mL) of acetone and combine the wash with the filtrate. Rinse the reactor with methanol and dry it with heat and vacuum. Cool the reactor and re-charge the filtrate. Warm the s... Starting materials: [Cl-].[NH4+] (ammonium chloride), COCOC1=CC(=CC=C1)\C(=C\C#C)\C (1-methoxymethoxy-3-((E)-1-methylbut-1-en-3-ynyl)benzene), ClC(=O)OCC (ethyl chloroformate), C(CCC)[Li] (butyllithium). Solvent: C1CCOC1 (THF). Run at temperature -78 celsius, time 30 minute. Yields the product COCOC=1C=C(C=CC1)/C(=C/C#CC(=O)OCC)/C (Ethyl (E)-5-(3-Methoxymethoxyphenyl)hex-4-en-2-ynoate). RXN SMILES: [CH3:1][O:2][CH2:3][O:4][C:5]1[CH:10]=[CH:9][CH:8]=[C:7](/[C:11](/[CH3:15])=[CH:12]/[C:13]#[CH:14])[CH:6]=1.C([Li])CCC.Cl[C:22]([O:24][CH2:25][CH3:26])=[O:23].[Cl-].[NH4+]>C1COCC1>[CH3:1][O:2][CH2:3][O:4][C:5]1[CH:6]=[C:7](/[C:11](/[CH3:15])=[CH:12]/[C:13]#[C:14][C:22]([O:24][CH2:25][CH3:26])=[O:23])[CH:8]=[CH:9][CH:10]=1 |f:3.4|. Procedure: 764 mg (3.78 mmol) of 1-methoxymethoxy-3-((E)-1-methylbut-1-en-3-ynyl)benzene are dissolved in 20 ml of anhydrous THF and the solution is cooled to −78° C. 1.8 ml (4.5 mmol) of a 2.5M butyllithium solution are then added dropwise and the reaction medium is stirred for 30 minutes at this temperature. 0.43 ml (4.5 mmol) of ethyl chloroformate are then added dropwise and then the reaction medium is brought to room temperature and stirred for 2 hours. After treating with a saturated ammonium chlorid... Starting materials: FC([C@@H]1CC[C@H](CC1)C(=O)N1C(CCC1)COC=1C(=NC=CC1)C(=O)OCC)(F)F (ethyl 3-((1-(trans-4-(trifluoromethyl)cyclohexanecarbonyl)pyrrolidin-2-yl)methoxy)picolinate), COC=1C=C(C(=NC1)C(=O)OCC)OC[C@@H]1N(CCC1)C(=O)[C@@H]1CC[C@H](CC1)C(F)(F)F (ethyl 5-methoxy-3-(((R)-1-(trans-4-(trifluoromethyl)cyclohexanecarbonyl)pyrrolidin-2-yl)methoxy)picolinate). The product is FC([C@@H]1CC[C@H](CC1)C(=O)N1CC(CC1)COC=1C(=NC=CC1)C(=O)O)(F)F (3-((1-(trans-4-(trifluoromethyl)cyclohexanecarbonyl)pyrrolidin-3-yl)methoxy)picolinic acid). RXN SMILES: [F:1][C:2]([F:30])([F:29])[C@H:3]1[CH2:8][CH2:7][C@H:6]([C:9]([N:11]2[CH2:15][CH2:14][CH2:13][CH:12]2COC2C(C(OCC)=O)=NC=CC=2)=[O:10])[CH2:5][CH2:4]1.CO[C:33]1[CH:34]=[C:35]([O:44][CH2:45][C@H]2CCCN2C([C@H]2CC[C@H](C(F)(F)F)CC2)=O)[C:36]([C:39]([O:41]CC)=[O:40])=[N:37][CH:38]=1>>[F:30][C:2]([F:1])([F:29])[C@H:3]1[CH2:4][CH2:5][C@H:6]([C:9]([N:11]2[CH2:12][CH2:13][CH:14]([CH2:45][O:44][C:35]3[C:36]([C:39]([OH:41])=[O:40])=[N:37][CH:38]=[CH:33][CH:34]=3)[CH2:15]2)=[O:10])[CH2:7][CH2:8]1. Procedure details: The title compound was prepared according to the procedure described in Step 4 of EXAMPLE 31 using ethyl 3-((1-(trans-4-(trifluoromethyl)cyclohexanecarbonyl)pyrrolidin-3-yl)methoxy)picolinate (EXAMPLE 92 Step 3) in stead of ethyl 5-methoxy-3-(((R)-1-(trans-4-(trifluoromethyl)cyclohexanecarbonyl)pyrrolidin-2-yl)methoxy)picolinate. The reactants are COC(=O)CN, CS(C)=O, CCN(C(C)C)C(C)C, Cl, Cl, O=C(O)c1ncc(-c2cccc(F)c2)cc1O, O. Product: COC(=O)CNC(=O)c1ncc(-c2cccc(F)c2)cc1O. Reaction SMILES: [CH3:19][O:20][C:21]([CH2:22][NH2:23])=[O:24].[CH3:36][S:37](=[O:38])[CH3:39].[CH:25]([N:26]([CH:27]([CH3:28])[CH3:29])[CH2:30][CH3:31])([CH3:32])[CH3:33].[ClH:18].[ClH:34].[F:1][c:2]1[cH:3][c:4](-[c:8]2[cH:9][c:10]([OH:17])[c:11]([C:14](=[O:15])[OH:16])[n:12][cH:13]2)[cH:5][cH:6][cH:7]1.[OH2:35]>>[F:1][c:2]1[cH:3][c:4](-[c:8]2[cH:9][c:10]([OH:17])[c:11]([C:14](=[O:16])[NH:23][CH2:22][C:21]([O:20][CH3:19])=[O:24])[n:12][cH:13]2)[cH:5][cH:6][cH:7]1. The reactants are CC#N, CCN(C(C)C)C(C)C, FC(F)(F)c1ccc(CNc2ncnc3c2CNCC3)cn1, N#Cc1cc(F)ccc1F. Product: N#Cc1cc(F)ccc1N1CCc2ncnc(NCc3ccc(C(F)(F)F)nc3)c2C1. Reaction SMILES: [CH3:42][C:43]#[N:44].[CH:33]([N:34]([CH2:35][CH3:36])[CH:37]([CH3:38])[CH3:39])([CH3:40])[CH3:41].[F:1][C:2]([c:3]1[cH:4][cH:5][c:6]([CH2:9][NH:10][c:11]2[c:12]3[c:13]([n:14][cH:15][n:16]2)[CH2:17][CH2:18][NH:19][CH2:20]3)[cH:7][n:8]1)([F:21])[F:22].[F:23][c:24]1[c:25]([C:26]#[N:27])[cH:28][c:29]([F:32])[cH:30][cH:31]1>>[F:1][C:2]([c:3]1[cH:4][cH:5][c:6]([CH2:9][NH:10][c:11]2[c:12]3[c:13]([n:14][cH:15][n:16]2)[CH2:17][CH2:18][N:19]([c:24]2[c:25]([C:26]#[N:27])[cH:28][c:29]([F:32])[cH:30][cH:31]2)[CH2:20]3)[cH:7][n:8]1)([F:21])[F:22]. Starting materials: dihydrated tin chloride, O(CCNC(=O)C=1SC2=C(N1)C(=C(C=C2)OC)[N+](=O)[O-])CCNC(=O)C=2SC1=C(N2)C(=C(C=C1)OC)[N+](=O)[O-] (N,N′-(oxydiethane-2,1-diyl)bis(5-methoxy-4-nitro-1,3-benzothiazole-2-carboxamide)), O (water). Solvent: Cl (hydrochloric acid). Reaction conditions: temperature 60 celsius, time 4 hour. The product is O(CCNC(=O)C=1SC2=C(N1)C(=C(C=C2)OC)N)CCNC(=O)C=2SC1=C(N2)C(=C(C=C1)OC)N (N,N′-(oxydiethane-2,1-diyl)bis(4-amino-5-methoxy-1,3-benzothiazole-2-carboxamide)). Isolated yield 99.0%. RXN SMILES: [O:1]([CH2:21][CH2:22][NH:23][C:24]([C:26]1[S:27][C:28]2[CH:34]=[CH:33][C:32]([O:35][CH3:36])=[C:31]([N+:37]([O-])=O)[C:29]=2[N:30]=1)=[O:25])[CH2:2][CH2:3][NH:4][C:5]([C:7]1[S:8][C:9]2[CH:15]=[CH:14][C:13]([O:16][CH3:17])=[C:12]([N+:18]([O-])=O)[C:10]=2[N:11]=1)=[O:6].O>Cl>[O:1]([CH2:21][CH2:22][NH:23][C:24]([C:26]1[S:27][C:28]2[CH:34]=[CH:33][C:32]([O:35][CH3:36])=[C:31]([NH2:37])[C:29]=2[N:30]=1)=[O:25])[CH2:2][CH2:3][NH:4][C:5]([C:7]1[S:8][C:9]2[CH:15]=[CH:14][C:13]([O:16][CH3:17])=[C:12]([NH2:18])[C:10]=2[N:11]=1)=[O:6]. Procedure: 0.33 g (1.5 mmol; 3.4 eq.) of dihydrated tin chloride is added to 250 mg (0.43 mmol) of N,N′-(oxydiethane-2,1-diyl)bis(5-methoxy-4-nitro-1,3-benzothiazole-2-carboxamide) in solution in 10 ml of concentrated hydrochloric acid. The reaction medium is maintained under stirring at 60° C. for 4 hours, then poured into iced water and neutralized with a SN soda solution. The expected product is then extracted with 3 times 25 ml of dichloromethane, then the organic phases are combined, dried over magnes...